From a dataset of the Open Reaction Database (ORD), a public repository of structured organic reaction records. describe an organic reaction: reactants, conditions, products, and yield As a reaction SMILES: [CH:39]([N:40]([CH2:41][CH3:42])[CH:43]([CH3:44])[CH3:45])([CH3:46])[CH3:47].[Cl:1][c:2]1[c:3](-[c:10]2[c:11]([CH3:16])[cH:12][n:13][n:14]2[CH3:15])[cH:4][c:5]([C:7](=[O:8])[OH:9])[s:6]1.[Cl:48][CH2:49][Cl:50].[NH2:17][CH:18]([CH2:19][N:20]1[C:21](=[O:30])[c:22]2[cH:23][cH:24][cH:25][cH:26][c:27]2[C:28]1=[O:29])[CH2:31][c:32]1[cH:33][c:34]([F:38])[cH:35][cH:36][cH:37]1>>[Cl:1][c:2]1[c:3](-[c:10]2[c:11]([CH3:16])[cH:12][n:13][n:14]2[CH3:15])[cH:4][c:5]([C:7](=[O:9])[NH:17][CH:18]([CH2:19][N:20]2[C:21](=[O:30])[c:22]3[cH:23][cH:24][cH:25][cH:26][c:27]3[C:28]2=[O:29])[CH2:31][c:32]2[cH:33][c:34]([F:38])[cH:35][cH:36][cH:37]2)[s:6]1. The reactants are CCN(C(C)C)C(C)C, Cc1cnn(C)c1-c1cc(C(=O)O)sc1Cl, ClCCl, NC(Cc1cccc(F)c1)CN1C(=O)c2ccccc2C1=O. Yields the product Cc1cnn(C)c1-c1cc(C(=O)NC(Cc2cccc(F)c2)CN2C(=O)c3ccccc3C2=O)sc1Cl. Reactants: C(C1=CC=CC=C1)OC(=O)N1CC=2NC3=CC=CC=C3C2CC1C(=O)N ((3RS)-2-Benzyloxycarbonyl-1,2,3,4-tetrahydro-β-carboline-3-carboxamide), O=P(Cl)(Cl)Cl (POCl3). Solvent: N1=CC=CC=C1 (pyridine). Reaction conditions: time 2 hour. The product is C(C1=CC=CC=C1)OC(=O)N1CC=2NC3=CC=CC=C3C2CC1C#N ((3RS)-2-Benzyloxycarbonyl-3-cyano-1,2,3,4-tetrahydro-β-carboline). The yield is 81.3%. As a reaction SMILES: [CH2:1]([O:8][C:9]([N:11]1[CH:23]([C:24]([NH2:26])=O)[CH2:22][C:21]2[C:20]3[C:15](=[CH:16][CH:17]=[CH:18][CH:19]=3)[NH:14][C:13]=2[CH2:12]1)=[O:10])[C:2]1[CH:7]=[CH:6][CH:5]=[CH:4][CH:3]=1.O=P(Cl)(Cl)Cl>N1C=CC=CC=1>[CH2:1]([O:8][C:9]([N:11]1[CH:23]([C:24]#[N:26])[CH2:22][C:21]2[C:20]3[C:15](=[CH:16][CH:17]=[CH:18][CH:19]=3)[NH:14][C:13]=2[CH2:12]1)=[O:10])[C:2]1[CH:3]=[CH:4][CH:5]=[CH:6][CH:7]=1. Procedure details: (3RS)-2-Benzyloxycarbonyl-1,2,3,4-tetrahydro-β-carboline-3-carboxamide (1.05 g) is dissolved in pyridine (6 ml) and thereto is added dropwise POCl3 (0.37 ml) at -5° C. The mixture is stirred at the same temperature for 2 hours, and the reaction mixture is poured onto ice-water and extracted with ethyl acetate. The ethyl acetate layer is washed with 10% HCl and water and dried, and then the solvent is distilled off to give the title compound (0.81 g, 82%) as white powder. Starting materials: NC=1C=C(C=CC1)C(F)(F)F (3-aminobenzotrifluoride), [OH-].[Na+] (sodium hydroxide), ClC1=C(C(=O)Cl)C=CC=N1 (2-chloronicotinoyl chloride). The solvent is C(C)(=O)OCC (ethyl acetate), C(C)(=O)OCC (ethyl acetate). Reaction conditions: time 2 hour. Yields the product ClC1=NC=CC=C1C(=O)NC1=CC(=CC=C1)C(F)(F)F (2-Chloro-N-(3-trifluoromethylphenyl)-3-pyridinecarboxamide). RXN SMILES: [NH2:1][C:2]1[CH:3]=[C:4]([C:8]([F:11])([F:10])[F:9])[CH:5]=[CH:6][CH:7]=1.[OH-].[Na+].[Cl:14][C:15]1[N:23]=[CH:22][CH:21]=[CH:20][C:16]=1[C:17](Cl)=[O:18]>C(OCC)(=O)C>[Cl:14][C:15]1[C:16]([C:17]([NH:1][C:2]2[CH:7]=[CH:6][CH:5]=[C:4]([C:8]([F:9])([F:10])[F:11])[CH:3]=2)=[O:18])=[CH:20][CH:21]=[CH:22][N:23]=1 |f:1.2|. Procedure details: A solution of 3-aminobenzotrifluoride (Ruka, Buchs, Switzerland; 2.5 mL, 2.90 g, 18 mmol) in ethyl acetate (40 mL) is added to a stirred aqueous solution of sodium hydroxide (40 mL of 1 M, at room temperature. This stirred solution is then treated dropwise over 30 minutes with a solution of 2-chloronicotinoyl chloride (Lancaster Synthesis, Lancashire, England; 3.52 g, 20 mmol) in dry ethyl acetate (25 mL). The resulting mixture is then stirred for 2 h at ambient temperature. The mixture is then ... Product: Cc1sc(NC(=O)COCC(=O)O)c(C#N)c1-c1ccccc1. Reaction SMILES: [C:16]1(=[O:23])[CH2:17][O:18][CH2:19][C:20](=[O:21])[O:22]1.[NH2:1][c:2]1[s:3][c:4]([CH3:15])[c:5](-[c:9]2[cH:10][cH:11][cH:12][cH:13][cH:14]2)[c:6]1[C:7]#[N:8]>>[NH:1]([c:2]1[s:3][c:4]([CH3:15])[c:5](-[c:9]2[cH:10][cH:11][cH:12][cH:13][cH:14]2)[c:6]1[C:7]#[N:8])[C:20]([CH2:19][O:18][CH2:17][C:16](=[O:22])[OH:23])=[O:21]. The reactants are O=C1COCC(=O)O1, Cc1sc(N)c(C#N)c1-c1ccccc1.